This data is from the Open Reaction Database (ORD), a public repository of structured organic reaction records. The task is: describe an organic reaction: reactants, conditions, products, and yield Starting materials: ClC1=NC=CC(=C1N(C(C1=CC(=CC(=C1)C(F)(F)F)S(=O)(=O)C)=O)C)C1=C(C=C(C=C1)F)OC (N-[2-Chloro-4-(4-fluoro-2-methoxy-phenyl)-pyridin-3-yl]-3-methanesulfonyl-N-methyl-5-trifluoromethyl-benzamide), [Cl-].C[Zn+] (methylzinc(II)chloride), CN1C(N(CC1)C)=O (1,3-dimethyl-2-imidazolidinone), PEPPSI-IPr, C(CC(O)(C(=O)O)CC(=O)O)(=O)O (citric acid). The solvent is C1CCOC1 (THF), CCOC(=O)C (EtOAc). Conditions: temperature 50 celsius. Product: FC1=CC(=C(C=C1)C1=C(C(=NC=C1)C)N(C(C1=CC(=CC(=C1)C(F)(F)F)S(=O)(=O)C)=O)C)OC (N-[4-(4-Fluoro-2-methoxy-phenyl)-2-methyl-pyridin-3-yl]-3-methanesulfonyl-N-methyl-5-trifluoromethyl-benzamide). RXN SMILES: Cl[C:2]1[C:7]([N:8]([CH3:25])[C:9](=[O:24])[C:10]2[CH:15]=[C:14]([C:16]([F:19])([F:18])[F:17])[CH:13]=[C:12]([S:20]([CH3:23])(=[O:22])=[O:21])[CH:11]=2)=[C:6]([C:26]2[CH:31]=[CH:30][C:29]([F:32])=[CH:28][C:27]=2[O:33][CH3:34])[CH:5]=[CH:4][N:3]=1.[Cl-].C[Zn+].[CH3:38]N1CCN(C)C1=O.C(O)(=O)CC(CC(O)=O)(C(O)=O)O>C1COCC1.CCOC(C)=O>[F:32][C:29]1[CH:30]=[CH:31][C:26]([C:6]2[CH:5]=[CH:4][N:3]=[C:2]([CH3:38])[C:7]=2[N:8]([CH3:25])[C:9](=[O:24])[C:10]2[CH:15]=[C:14]([C:16]([F:19])([F:18])[F:17])[CH:13]=[C:12]([S:20]([CH3:23])(=[O:22])=[O:21])[CH:11]=2)=[C:27]([O:33][CH3:34])[CH:28]=1 |f:1.2|. Procedure details: To a solution of N-(2-chloro-4-(4-fluoro-2-methoxyphenyl)pyridin-3-yl)-N-methyl-3-(methylsulfonyl)-5-(trifluoromethyl)benzamide (0.1 g, 193 μmol, Example 212) in THF (3 mL) were added methylzinc(II)chloride (193 μL, 387 μmol), 1,3-dimethyl-2-imidazolidinone (DMI) (0.6 mL) and PEPPSI-IPr (CAS 905459-27-0) (2.7 mg, 3.87 μmol) and the reaction mixture was heated at 50° C. for 3 hours. The reaction mixture was poured on 10% aqueous citric acid solution and EtOAc and the layers were separated. The aq...